This data is from the Open Reaction Database (ORD), a public repository of structured organic reaction records. The task is: describe an organic reaction: reactants, conditions, products, and yield Reactants: C(C#C)OCCOCCOC1=CC=C(C=C1)N1C(NNC1=O)=O (4-(4-(2-(2-(prop-2-ynyloxy)ethoxy)ethoxy)phenyl)-1,2,4-triazolidine-3,5-dione), SiO2 HNO3. Run in C(Cl)Cl (CH2Cl2). Conditions: time 15 minute. The product is C(C#C)OCCOCCOC1=CC=C(C=C1)N1C(N=NC1=O)=O (4-(4-(2-(2-(prop-2-ynyloxy)ethoxy)ethoxy)phenyl)-3H-1,2,4-triazole-3,5(4H)-dione). Isolated yield 73.7%. RXN SMILES: [CH2:1]([O:4][CH2:5][CH2:6][O:7][CH2:8][CH2:9][O:10][C:11]1[CH:16]=[CH:15][C:14]([N:17]2[C:21](=[O:22])[NH:20][NH:19][C:18]2=[O:23])=[CH:13][CH:12]=1)[C:2]#[CH:3]>C(Cl)Cl>[CH2:1]([O:4][CH2:5][CH2:6][O:7][CH2:8][CH2:9][O:10][C:11]1[CH:16]=[CH:15][C:14]([N:17]2[C:18](=[O:23])[N:19]=[N:20][C:21]2=[O:22])=[CH:13][CH:12]=1)[C:2]#[CH:3]. Procedure details: To 4-(4-(2-(2-(prop-2-ynyloxy)ethoxy)ethoxy)phenyl)-1,2,4-triazolidine-3,5-dione (I-7d: 153 mg, 0.479 mmol) in CH2Cl2 (4.792 mL) was added SiO2-HNO3 (300 mg). The mixture was stirred at room temperature for 15 minutes, then filtered, concentrated in vacuo and dried giving 4-(4-(2-(2-(prop-2-ynyloxy)ethoxy)ethoxy)phenyl)-3H-1,2,4-triazole-3,5(4H)-dione (112 mg, 74%) as a red oil. 1H NMR (400 MHz, CD3CN) δ ppm 2.60 (t, J=2.40 Hz, 1 H) 3.44-3.62 (m, 4 H) 3.68-3.75 (m, 2 H) 4.02-4.12 (m, 4 H) 7.02 (... Starting materials: [BH4-], CO, NCCC1CCCC1, [Na+], NC(=O)c1ccc(Oc2ccc(C3OCCO3)cc2F)cn1. The product is NC(=O)c1ccc(Oc2ccc(CNCCC3CCCC3)cc2F)cn1. Reaction SMILES: [BH4-:31].[CH3:33][OH:34].[CH:23]1([CH2:28][CH2:29][NH2:30])[CH2:24][CH2:25][CH2:26][CH2:27]1.[Na+:32].[O:1]1[CH:2]([c:6]2[cH:7][c:8]([F:22])[c:9]([O:10][c:11]3[cH:12][cH:13][c:14]([C:17](=[O:18])[NH2:19])[n:15][cH:16]3)[cH:20][cH:21]2)[O:5][CH2:4][CH2:3]1>>[CH2:2]([c:6]1[cH:7][c:8]([F:22])[c:9]([O:10][c:11]2[cH:12][cH:13][c:14]([C:17](=[O:18])[NH2:19])[n:15][cH:16]2)[cH:20][cH:21]1)[NH:30][CH2:29][CH2:28][CH:23]1[CH2:24][CH2:25][CH2:26][CH2:27]1. Reactants: C(N)(OCC)=O (Ethyl carbamate), O.C(C=O)(=O)O (glyoxylic acid hydrate), N1N=NC2=C1C=CC=C2 (benzotriazole). Solvent: C1(=CC=CC=C1)C (toluene). Conditions: temperature 15 celsius, time 8 hour. Product: C(C)OC(=O)N(CC(=O)O)N1N=NC2=C1C=CC=C2 (Ethoxycarbonyl-(1-benzotriazolyl)glycine). Isolated yield 95.8%. RXN SMILES: [C:1](=[O:6])([O:3][CH2:4][CH3:5])[NH2:2].O.[C:8]([OH:12])(=[O:11])[CH:9]=O.[NH:13]1[C:17]2[CH:18]=[CH:19][CH:20]=[CH:21][C:16]=2[N:15]=[N:14]1>C1(C)C=CC=CC=1>[CH2:4]([O:3][C:1]([N:2]([N:13]1[C:17]2[CH:18]=[CH:19][CH:20]=[CH:21][C:16]=2[N:15]=[N:14]1)[CH2:9][C:8]([OH:12])=[O:11])=[O:6])[CH3:5] |f:1.2|. Reported procedure: Ethyl carbamate (69.0 g, 774.5 mmol), glyoxylic acid hydrate (71.3 g, 774.5 mmol) and benzotriazole (92.0 g, 774.5 mmol) were dissolved in toluene (2.3 1) and the mixture was heated with distillation for 3 h to precipitate the product. The mixture was diluted with toluene (totally 2.3 1) and stirred at 15° C. overnight. The resultant precipitate was collected by filtration, washed with toluene (160 ml) and dried to afford the title compound (196.06 g, 96%): mp. 189°-192° C. The reactants are C, CO, CCOC(=O)Cc1cccc([N+](=O)[O-])c1, [Pd]. Yields the product CCOC(=O)Cc1cccc(N)c1. Reaction SMILES: [C:18].[CH3:16][OH:17].[N+:1]([O-:2])(=[O:3])[c:4]1[cH:5][c:6]([CH2:10][C:11](=[O:12])[O:13][CH2:14][CH3:15])[cH:7][cH:8][cH:9]1.[Pd:19]>>[NH2:1][c:4]1[cH:5][c:6]([CH2:10][C:11](=[O:12])[O:13][CH2:14][CH3:15])[cH:7][cH:8][cH:9]1. The reactants are N(C(=N)N)N=C1C=2C(=NNC2CC(C1)C1=C(C=CC=C1)Cl)C (4-guanidinoimino-6-(2-chlorophenyl)-3-methyl-4,5,6,7-tetrahydroindazole), C1(=CC=CC=C1)S(=O)(=O)O (benzenesulfonic acid). The solvent is C(C)O (ethanol). Yields the product C1(=CC=CC=C1)S(=O)(=O)O.N(C(=N)N)N=C1C=2C(=NNC2CC(C1)C1=C(C=CC=C1)Cl)C (4-guanidinoimino-6-(2-chlorophenyl)-3-methyl-4,5,6,7-tetrahydroindazole benzenesulfonate). The yield is 86.7%. RXN SMILES: [NH:1]([N:5]=[C:6]1[CH2:14][CH:13]([C:15]2[CH:20]=[CH:19][CH:18]=[CH:17][C:16]=2[Cl:21])[CH2:12][C:11]2[NH:10][N:9]=[C:8]([CH3:22])[C:7]1=2)[C:2]([NH2:4])=[NH:3].[C:23]1([S:29]([OH:32])(=[O:31])=[O:30])[CH:28]=[CH:27][CH:26]=[CH:25][CH:24]=1>C(O)C>[C:23]1([S:29]([OH:32])(=[O:31])=[O:30])[CH:28]=[CH:27][CH:26]=[CH:25][CH:24]=1.[NH:1]([N:5]=[C:6]1[CH2:14][CH:13]([C:15]2[CH:20]=[CH:19][CH:18]=[CH:17][C:16]=2[Cl:21])[CH2:12][C:11]2[NH:10][N:9]=[C:8]([CH3:22])[C:7]1=2)[C:2]([NH2:4])=[NH:3] |f:3.4|. Procedure: To a solution of 4-guanidinoimino-6-(2-chlorophenyl)-3-methyl-4,5,6,7-tetrahydroindazole (0.3 g) in ethanol (10 ml) was added benzenesulfonic acid (0.18 g), and the mixture was concentrated. The resulting crystals were recrystallized from water-ethanol to give 4-guanidinoimino-6-(2-chlorophenyl)-3-methyl-4,5,6,7-tetrahydroindazole benzenesulfonate (Compound 23) (0.39 g). Starting materials: NC(c1ccccc1)(c1ccccc1)c1ccccc1, CC(=O)O[BH-](OC(C)=O)OC(C)=O, ClCCCl, [Na+], CCOC(=O)C1(CC=O)CCCN(C(=O)OC(C)(C)C)C1, O. Product: CCOC(=O)C1(CCNC(c2ccccc2)(c2ccccc2)c2ccccc2)CCCN(C(=O)OC(C)(C)C)C1. As a reaction SMILES: [C:1]([c:2]1[cH:3][cH:4][cH:5][cH:6][cH:7]1)([c:8]1[cH:9][cH:10][cH:11][cH:12][cH:13]1)([c:14]1[cH:15][cH:16][cH:17][cH:18][cH:19]1)[NH2:20].[C:46]([O:47][BH-:48]([O:49][C:50](=[O:51])[CH3:52])[O:53][C:54](=[O:55])[CH3:56])(=[O:57])[CH3:58].[Cl:42][CH2:43][CH2:44][Cl:45].[Na+:59].[O:21]=[CH:22][CH2:23][C:24]1([C:37](=[O:38])[O:39][CH2:40][CH3:41])[CH2:25][N:26]([C:30](=[O:31])[O:32][C:33]([CH3:34])([CH3:35])[CH3:36])[CH2:27][CH2:28][CH2:29]1.[OH2:60]>>[C:1]([c:2]1[cH:3][cH:4][cH:5][cH:6][cH:7]1)([c:8]1[cH:9][cH:10][cH:11][cH:12][cH:13]1)([c:14]1[cH:15][cH:16][cH:17][cH:18][cH:19]1)[NH:20][CH2:22][CH2:23][C:24]1([C:37](=[O:38])[O:39][CH2:40][CH3:41])[CH2:25][N:26]([C:30](=[O:31])[O:32][C:33]([CH3:34])([CH3:35])[CH3:36])[CH2:27][CH2:28][CH2:29]1. The reactants are CN(C(=O)C1CC(C2=C(S1)SC=C2)=O)C (N,N-dimethyl-4-oxo-5,6-dihydro-4H-thieno[2,3-b]thiopyran-6-carboxamide). Run in O1CCCC1 (tetrahydrofuran). Run at time 3 hour. Product: CN(C)CC1CCC2=C(S1)SC=C2 (5,6-dihydro-6-dimethylaminomethyl-4H-thieno[2,3-b] thiopyran). Isolated yield 85.1%. RXN SMILES: [CH3:1][N:2]([CH3:15])[C:3]([CH:5]1[S:10][C:9]2[S:11][CH:12]=[CH:13][C:8]=2[C:7](=O)[CH2:6]1)=O>O1CCCC1>[CH3:15][N:2]([CH2:3][CH:5]1[S:10][C:9]2[S:11][CH:12]=[CH:13][C:8]=2[CH2:7][CH2:6]1)[CH3:1]. Procedure details: To a stirred, refluxing solution of N,N-dimethyl-4-oxo-5,6-dihydro-4H-thieno[2,3-b]thiopyran-6-carboxamide (7.57 g, 0.0314 mol) under nitrogen in tetrahydrofuran (150 ml) was added dropwise over 10 minutes borane-dimethylsulfide complex (9.4 ml, 0.094 mol). Stirring at reflux was continued for 3 hours and 6NHCl (25 ml) was added dropwise and reflux was continued for 1/2 hour. Most of the tetrahydrofuran was removed in vacuo and the residue was diluted with 6NHCl 50 ml) and was heated for 1/2 hou... Reactants: C(C)(C)(C)[Li] (tert-butyllithium), [Cl-].[NH4+] (ammonium chloride), C1(=CC=CC=C1)[Li] (phenyllithium), C(C(C)C)N1C(=NC2=C1C=C(C=C2)Br)N (1-isobutyl-2-amino-6-bromobenzimidazole), O1CCCC1 (tetrahydrofuran). Solvent: CN(C=O)C (dimethylformamide). Reaction conditions: time 40 minute. The product is C(C(C)C)N1C(=NC2=C1C=C(C=C2)C=O)N (1-Isobutyl-2-amino-6-formylbenzimidazole). RXN SMILES: C1([Li])C=CC=CC=1.[CH2:8]([N:12]1[C:16]2[CH:17]=[C:18](Br)[CH:19]=[CH:20][C:15]=2[N:14]=[C:13]1[NH2:22])[CH:9]([CH3:11])[CH3:10].C([Li])(C)(C)C.[Cl-].[NH4+].[O:30]1CCC[CH2:31]1>CN(C)C=O>[CH2:8]([N:12]1[C:16]2[CH:17]=[C:18]([CH:31]=[O:30])[CH:19]=[CH:20][C:15]=2[N:14]=[C:13]1[NH2:22])[CH:9]([CH3:11])[CH3:10] |f:3.4|. Procedure details: Add phenyllithium (19.4 mL, 33 mmol, 1.7M in cyclohexane/diethyl ether) dropwise over 20 minutes to a solution of 1-isobutyl-2-amino-6-bromobenzimidazole (2.68 g, 10 mmol) in tetrahydrofuran (50 mL) at −78° C. Stir 40 minutes after addition is complete and then add tert-butyllithium (17.6 mL, 30 mmol, 1.7M in pentane) dropwise over 20 minutes. Stir 1.5 hours after addition is complete and then add dimethylformamide (5 mL) dropwise over 5 minutes. Warm reaction mixture to 0° C. over 1 hour, and t...